Dataset: the Open Reaction Database (ORD), a public repository of structured organic reaction records. Task: describe an organic reaction: reactants, conditions, products, and yield Reactants: 1-(di-1-pyrrolidinylmethylene)-1H-benzotriazolium 3-oxide hexafluorophosphate, C1(CCCC1)N1C2=C(N(C(C(C1)(F)F)=O)C)C=NC(=N2)NC2=C(C=C(C(=O)O)C=C2)OC (4-(9-cyclopentyl-7,7-difluoro-5-methyl-6-oxo-6,7,8,9-tetrahydro-5H-pyrimido[4,5-b][1,4]diazepin-2-ylamino)-3-methoxy-benzoic acid), C(C)N(C(C)C)C(C)C (ethyldiisopropyl amine), CN(CC(CN)(C)C)C (N,N,-2,2-tetramethyl-propane-1,3-diamine). Solvent: CN(C=O)C (dimethylformamide), ice water. Run at time 1 hour. The product is C1(CCCC1)N1C2=C(N(C(C(C1)(F)F)=O)C)C=NC(=N2)NC2=C(C=C(C(=O)NCC(CN(C)C)(C)C)C=C2)OC (4-(9-cyclopentyl-7,7-difluoro-5-methyl-6-oxo-6,7,8,9-tetrahydro-5H-pyrimido[4,5-b][1,4]diazepin-2-ylamino)-N-(3-dimethylamino-2,2-dimethyl-propyl)-3-methoxy-benzamide). The yield is 65.0%. As a reaction SMILES: [CH:1]1([N:6]2[CH2:12][C:11]([F:14])([F:13])[C:10](=[O:15])[N:9]([CH3:16])[C:8]3[CH:17]=[N:18][C:19]([NH:21][C:22]4[CH:30]=[CH:29][C:25]([C:26](O)=[O:27])=[CH:24][C:23]=4[O:31][CH3:32])=[N:20][C:7]2=3)[CH2:5][CH2:4][CH2:3][CH2:2]1.C(N(C(C)C)C(C)C)C.[CH3:42][N:43]([CH3:50])[CH2:44][C:45]([CH3:49])([CH3:48])[CH2:46][NH2:47]>CN(C)C=O>[CH:1]1([N:6]2[CH2:12][C:11]([F:14])([F:13])[C:10](=[O:15])[N:9]([CH3:16])[C:8]3[CH:17]=[N:18][C:19]([NH:21][C:22]4[CH:30]=[CH:29][C:25]([C:26]([NH:47][CH2:46][C:45]([CH3:49])([CH3:48])[CH2:44][N:43]([CH3:50])[CH3:42])=[O:27])=[CH:24][C:23]=4[O:31][CH3:32])=[N:20][C:7]2=3)[CH2:5][CH2:4][CH2:3][CH2:2]1. Reported procedure: To a mixture of 0.10 g (0.22 mmole) of 4-(9-cyclopentyl-7,7-difluoro-5-methyl-6-oxo-6,7,8,9-tetrahydro-5H-pyrimido[4,5-b][1,4]diazepin-2-ylamino)-3-methoxy-benzoic acid (I-100), 0.12 mL (0.66 mmole) of ethyldiisopropyl amine and 0.039 mL (0.25 mmole) of N,N,-2,2-tetramethyl-propane-1,3-diamine in 2.0 mL of dimethylformamide was added 0.11 g (0.25 mmole) of 1-(di-1-pyrrolidinylmethylene)-1H-benzotriazolium 3-oxide hexafluorophosphate. The mixture was stirred at room temperature for 1 hour, then d... The reactants are Cln1nnc2ccccc21, ClCCl, c1cncc(-c2ccnc3ccnn23)c1. Product: Clc1cnn2c(-c3cccnc3)ccnc12. RXN SMILES: [Cl:16][n:17]1[c:18]2[cH:19][cH:20][cH:21][cH:22][c:23]2[n:24][n:25]1.[Cl:26][CH2:27][Cl:28].[n:1]1[cH:2][c:3](-[c:7]2[cH:8][cH:9][n:10][c:11]3[n:12]2[n:13][cH:14][cH:15]3)[cH:4][cH:5][cH:6]1>>[n:1]1[cH:2][c:3](-[c:7]2[cH:8][cH:9][n:10][c:11]3[n:12]2[n:13][cH:14][c:15]3[Cl:16])[cH:4][cH:5][cH:6]1. The reactants are O=C([O-])[O-], CO, COc1ccc(C=O)cc1F, [K+], [K+], COP(=O)(OC)C(=[N+]=[N-])C(C)=O. Product: C#Cc1ccc(OC)c(F)c1. RXN SMILES: [C:12](=[O:13])([O-:14])[O-:15].[CH3:30][OH:31].[F:1][c:2]1[cH:3][c:4]([CH:5]=[O:6])[cH:7][cH:8][c:9]1[O:10][CH3:11].[K+:16].[K+:17].[N+:18](=[C:19]([P:20](=[O:21])([O:22][CH3:23])[O:24][CH3:25])[C:26](=[O:27])[CH3:28])=[N-:29]>>[F:1][c:2]1[cH:3][c:4]([C:5]#[CH:12])[cH:7][cH:8][c:9]1[O:10][CH3:11]. Reactants: C1(=CC=CC=C1)NC=1C=C(C=CC1[N+](=O)[O-])O (3-phenylamino-4-nitrophenol), COC(CCCCCBr)=O (6-bromohexanoic acid methyl ester). The product is COC(CCCCCOC1=CC(=C(C=C1)[N+](=O)[O-])NC1=CC=CC=C1)=O (6-(3-Phenylamino-4-nitrophenyl)oxyhexanoic acid methyl ester). RXN SMILES: [C:1]1([NH:7][C:8]2[CH:9]=[C:10]([OH:17])[CH:11]=[CH:12][C:13]=2[N+:14]([O-:16])=[O:15])[CH:6]=[CH:5][CH:4]=[CH:3][CH:2]=1.[CH3:18][O:19][C:20](=[O:27])[CH2:21][CH2:22][CH2:23][CH2:24][CH2:25]Br>>[CH3:18][O:19][C:20](=[O:27])[CH2:21][CH2:22][CH2:23][CH2:24][CH2:25][O:17][C:10]1[CH:11]=[CH:12][C:13]([N+:14]([O-:16])=[O:15])=[C:8]([NH:7][C:1]2[CH:2]=[CH:3][CH:4]=[CH:5][CH:6]=2)[CH:9]=1. Procedure details: 13.3 g of 3-phenylamino-4-nitrophenol was reacted with 6-bromohexanoic acid methyl ester according to general operating instructions 2. 11.2 g was obtained.